This data is from the Open Reaction Database (ORD), a public repository of structured organic reaction records. The task is: describe an organic reaction: reactants, conditions, products, and yield Reactants: [BH3-]C#N, CCOC(C)=O, CO, COc1ccc(C=O)cc1OC1CCCC1, Cl, Nc1cnn[nH]1, [Na+]. Yields the product COc1ccc(CNc2cnn[nH]2)cc1OC1CCCC1. As a reaction SMILES: [C:7]([BH3-:8])#[N:9].[CH3:27][CH2:28][O:29][C:30](=[O:31])[CH3:32].[CH3:33][OH:34].[CH:11]1([O:16][c:17]2[cH:18][c:19]([CH:20]=[O:21])[cH:22][cH:23][c:24]2[O:25][CH3:26])[CH2:12][CH2:13][CH2:14][CH2:15]1.[ClH:35].[NH2:1][c:2]1[cH:3][n:4][n:5][nH:6]1.[Na+:10]>>[NH:1]([c:2]1[cH:3][n:4][n:5][nH:6]1)[CH2:20][c:19]1[cH:18][c:17]([O:16][CH:11]2[CH2:12][CH2:13][CH2:14][CH2:15]2)[c:24]([O:25][CH3:26])[cH:23][cH:22]1. Starting materials: NC1=C2C=CC(=NC2=CC=C1F)C (5-amino-6-fluoro-2-methylquinoline), C(C)OC(CN=C=S)OCC (2,2-diethoxyethylisothiocyanate). The solvent is C(C)O (ethanol). Product: C(C)OC(CNC(=S)NC1=C2C=CC(=NC2=CC=C1F)C)OCC (N-(2,2-diethoxyethyl)-N'-(6-fluoro-2-methylquinolin-5-yl)thiourea). RXN SMILES: [NH2:1][C:2]1[C:11]([F:12])=[CH:10][CH:9]=[C:8]2[C:3]=1[CH:4]=[CH:5][C:6]([CH3:13])=[N:7]2.[CH2:14]([O:16][CH:17]([O:22][CH2:23][CH3:24])[CH2:18][N:19]=[C:20]=[S:21])[CH3:15]>C(O)C>[CH2:23]([O:22][CH:17]([O:16][CH2:14][CH3:15])[CH2:18][NH:19][C:20]([NH:1][C:2]1[C:11]([F:12])=[CH:10][CH:9]=[C:8]2[C:3]=1[CH:4]=[CH:5][C:6]([CH3:13])=[N:7]2)=[S:21])[CH3:24]. Procedure details: To 17.85 g (0.1013 mole) of 5-amino-6-fluoro-2-methylquinoline was added 19.5 g (0.1114 mole) of 2,2-diethoxyethylisothiocyanate and the mixture was heated at 80°-90° C. for 1.5 hours. The residue was slurried in ethanol, separated by filtration, washed with ethanol and then recrystallized from ethanol to provide N-(2,2-diethoxyethyl)-N'-(6-fluoro-2-methylquinolin-5-yl)thiourea, m.p. 189°-191° C. Analysis: Calculated for C17H22FN3O2S: %C, 58.1; %H, 6.3; %N, 12.1; Found: %C, 58.3; %H, 6.5; %N, 11... Reactants: ClC1=CC=C2C(=CC=NC2=C1)N1CCN(CC1)C(=O)NC1=CC=C(C=C1)C(F)(F)F (7-chloro-4-[4-(4-trifluoromethylphenylaminocarbonyl)piperazin-1-yl]quinoline), C(C)(C)C1=CC=C(C=C1)N=C=O (4-isopropylphenyl isocyanate), ClC1=CC=C2C(=CC=NC2=C1)N1CCNCC1 (7-chloro-4-(piperazin-1-yl)quinoline), C(C)(C)N(CC)C(C)C (diisopropyl(ethyl)amine). Solvent: C(Cl)Cl.CO (CH2Cl2 MeOH). Product: ClC1=CC=C2C(=CC=NC2=C1)N1CCN(CC1)C(=O)NC1=CC=C(C=C1)C(C)C (7-Chloro-4-[4-(4-isopropylphenylaminocarbonyl)piperazin-1-yl]quinoline). Reaction SMILES: ClC1C=C2C(C(N3CCN(C(NC4C=CC(C(F)(F)F)=CC=4)=O)CC3)=CC=N2)=CC=1.[Cl:31][C:32]1[CH:41]=[C:40]2[C:35]([C:36]([N:42]3[CH2:47][CH2:46][NH:45][CH2:44][CH2:43]3)=[CH:37][CH:38]=[N:39]2)=[CH:34][CH:33]=1.C(N(C(C)C)CC)(C)C.[CH:57]([C:60]1[CH:65]=[CH:64][C:63]([N:66]=[C:67]=[O:68])=[CH:62][CH:61]=1)([CH3:59])[CH3:58]>C(Cl)Cl.CO>[Cl:31][C:32]1[CH:41]=[C:40]2[C:35]([C:36]([N:42]3[CH2:47][CH2:46][N:45]([C:67]([NH:66][C:63]4[CH:64]=[CH:65][C:60]([CH:57]([CH3:59])[CH3:58])=[CH:61][CH:62]=4)=[O:68])[CH2:44][CH2:43]3)=[CH:37][CH:38]=[N:39]2)=[CH:34][CH:33]=1 |f:4.5|. Procedure details: As described for 7-chloro-4-[4-(4-trifluoromethylphenylaminocarbonyl)piperazin-1-yl]quinoline, 7-chloro-4-(piperazin-1-yl)quinoline (150 mg, 0.61 mmol), diisopropyl(ethyl)amine (158 mg, 1.22 mmol), and 4-isopropylphenyl isocyanate (117 mg, 0.73 mmol) are reacted to give the title product after flash chromatography with CH2Cl2-MeOH. Starting materials: CCCC[N+](CCCC)(CCCC)CCCC, Cc1ccccc1, FC(F)(F)c1ccccc1CBr, [K+], Nc1c2c(nc3ccccc13)CCCC2=O, [OH-], O=S(=O)([O-])O. The product is O=C1CCCc2nc3ccccc3c(NCc3ccccc3C(F)(F)F)c21. Reaction SMILES: [CH2:43]([N+:44]([CH2:45][CH2:46][CH2:47][CH3:48])([CH2:49][CH2:50][CH2:51][CH3:52])[CH2:53][CH2:54][CH2:55][CH3:56])[CH2:57][CH2:58][CH3:59].[CH3:31][c:32]1[cH:33][cH:34][cH:35][cH:36][cH:37]1.[F:19][C:20]([c:21]1[c:22]([CH2:23][Br:24])[cH:25][cH:26][cH:27][cH:28]1)([F:29])[F:30].[K+:2].[NH2:3][c:4]1[c:5]2[cH:6][cH:7][cH:8][cH:9][c:10]2[n:11][c:12]2[c:17]1[C:16](=[O:18])[CH2:15][CH2:14][CH2:13]2.[OH-:1].[S:38]([O-:39])([OH:40])(=[O:41])=[O:42]>>[NH:3]([c:4]1[c:5]2[cH:6][cH:7][cH:8][cH:9][c:10]2[n:11][c:12]2[c:17]1[C:16](=[O:18])[CH2:15][CH2:14][CH2:13]2)[CH2:23][c:22]1[c:21]([C:20]([F:19])([F:29])[F:30])[cH:28][cH:27][cH:26][cH:25]1. The reactants are ice, BrC1=CC=C(C=C1)SC(C(=O)OCC)CC1(CC1)C (ethyl 2-[(4-bromophenyl)thio]-3-(1-methylcyclopropyl)propanoate), aq. solution, [Li+].[OH-] (LiOH). The solvent is TBF, CO (MeOH). Reaction conditions: time 18 hour. Product: BrC1=CC=C(C=C1)SC(C(=O)O)CC1(CC1)C (2-[(4-bromophenyl)thio]-3-(1-methylcyclopropyl)propanoic acid). Reaction SMILES: [Br:1][C:2]1[CH:7]=[CH:6][C:5]([S:8][CH:9]([CH2:15][C:16]2([CH3:19])[CH2:18][CH2:17]2)[C:10]([O:12]CC)=[O:11])=[CH:4][CH:3]=1.[Li+].[OH-]>CO>[Br:1][C:2]1[CH:7]=[CH:6][C:5]([S:8][CH:9]([CH2:15][C:16]2([CH3:19])[CH2:17][CH2:18]2)[C:10]([OH:12])=[O:11])=[CH:4][CH:3]=1 |f:1.2|. Procedure details: To an ice cold solution of ethyl 2-[(4-bromophenyl)thio]-3-(1-methylcyclopropyl)propanoate (457 mg, 1.3 mmol) in TBF (8 mL) and MeOH (3 mL) was added a 1.0 N aq. solution of LiOH (2 mL, 2.0 mmol) dropwise. The resulting mixture was stirred at room temperature for 18 h and partitioned between EtOAc and water+1.0 N HCl (5 mL). The organic layer was dried over Na2SO4 and concentrated in vacuo to give 2-[(4-bromophenyl)thio]-3-(1-methylcyclopropyl)propanoic acid. Reactants: C(#N)CC(=O)NN (2-cyanoacetohydrazide), CC1=C(C(=O)N2CCC(CC2)C2=CC=C(C#N)C=C2)C=C(C(=C1)C)C1=NN=C(N1)CC1COCC1 (4-(1-(2,4-dimethyl-5-(5-((tetrahydrofuran-3-yl)methyl)-4H-1,2,4-triazol-3-yl)benzoyl)piperidin-4-yl)benzonitrile), CC1=C(C(=O)N2CCC(CC2)C2=CC=C(C#N)C=C2)C=C(C(=C1)C)C1=NN=C(N1)CC1COCC1 (4-(1-(2,4-dimethyl-5-(5-((tetrahydrofuran-3-yl)methyl)-4H-1,2,4-triazol-3-yl)benzoyl)piperidin-4-yl)benzonitrile), O1CC(CC1)CC(=O)NN (2-(tetrahydrofuran-3-yl)acetohydrazide), C(#N)CC(=O)NN (2-cyanoacetohydrazide). The product is C(#N)CC=1NC(=NN1)C=1C(=CC(=C(C(=O)N2CCC(CC2)C2=CC=C(C#N)C=C2)C1)C)C (4-(1-(5-(5-(cyanomethyl)-4H-1,2,4-triazol-3-yl)-2,4-dimethylbenzoyl)piperidin-4-yl)benzonitrile). As a reaction SMILES: [CH3:1][C:2]1[CH:23]=[C:22]([CH3:24])[C:21]([C:25]2[NH:29][C:28]([CH2:30][CH:31]3CCOC3)=[N:27][N:26]=2)=[CH:20][C:3]=1[C:4]([N:6]1[CH2:11][CH2:10][CH:9]([C:12]2[CH:19]=[CH:18][C:15]([C:16]#[N:17])=[CH:14][CH:13]=2)[CH2:8][CH2:7]1)=[O:5].C(CC(NN)=O)#[N:37].O1CCC(CC(NN)=O)C1>>[C:31]([CH2:30][C:28]1[NH:29][C:25]([C:21]2[C:22]([CH3:24])=[CH:23][C:2]([CH3:1])=[C:3]([CH:20]=2)[C:4]([N:6]2[CH2:7][CH2:8][CH:9]([C:12]3[CH:19]=[CH:18][C:15]([C:16]#[N:17])=[CH:14][CH:13]=3)[CH2:10][CH2:11]2)=[O:5])=[N:26][N:27]=1)#[N:37]. Procedure: The title compound was prepared using standard chemical manipulations and procedures similar to those used for the preparation of 4-(1-(2,4-dimethyl-5-(5-((tetrahydrofuran-3-yl)methyl)-4H-1,2,4-triazol-3-yl)benzoyl)piperidin-4-yl)benzonitrile (compound 130), using 2-cyanoacetohydrazide (compound 139.1) instead of 2-(tetrahydrofuran-3-yl)acetohydrazide (compound 130.4). m/z (ES+) 425 (M+H)+. 1H-NMR (300 Hz, CD3OD): δ 7.70 (d, J=8.4 Hz, 2H), 7.54-7.42 (m, 3H), 7.35 (s, 1H), 4.87-4.80 (m, 1H), 4.12...